This data is from the Open Reaction Database (ORD), a public repository of structured organic reaction records. The task is: describe an organic reaction: reactants, conditions, products, and yield Reactants: CNCC/C=C/1\C2=CC=CC=C2COC3=CC=CC=C31 ((E)-desmethyldoxepin), P(=O)([O-])([O-])[O-].[Na+].[Na+].[Na+] (sodium phosphate). Reagents/catalysts: [Zn] (zinc). Run in C1CCOC1 (THF). Conditions: time 17 hour. The product is C1CCOC1.CO.[NH4+].[OH-] (THF MeOH NH4OH), CNCC/C=C/1\C2=CC=CC=C2COC3=CC=CC=C31 ((E)-desmethyldoxepin). RXN SMILES: [CH3:1][NH:2][CH2:3][CH2:4]/[CH:5]=[C:6]1\[C:7]2[C:12]([CH2:13][O:14][C:15]3[C:20]\1=[CH:19][CH:18]=[CH:17][CH:16]=3)=[CH:11][CH:10]=[CH:9][CH:8]=2.P([O-])([O-])([O-])=[O:22].[Na+].[Na+].[Na+]>C1COCC1.[Zn]>[CH2:20]1[CH2:15][O:14][CH2:18][CH2:19]1.[CH3:13][OH:14].[NH4+:2].[OH-:22].[CH3:1][NH:2][CH2:3][CH2:4]/[CH:5]=[C:6]1\[C:7]2[C:12]([CH2:13][O:14][C:15]3[C:20]\1=[CH:19][CH:18]=[CH:17][CH:16]=3)=[CH:11][CH:10]=[CH:9][CH:8]=2 |f:1.2.3.4,7.8.9.10|. Procedure: (E)-Desmethyldoxepin is prepared from doxepin hydrochloride as follows. Doxepin hydrochloride (E/Z=85/15) (55.0 g, 0.174 mol) is dissolved in 600 mL H2O, made basic with 6M NaOH, and extracted with CHCl3 (3×600 mL). The CHCl3 extracts are combined, dried over Na2SO4, and solvent removed in vacuo. The resulting oil is dissolved in 250 mL EtOH, then 21.15 g (0.182 mol) of maleic acid dissolved in 100 mL EtOH is added slowly, with stirring, followed by an additional 350 mL EtOH. The resulting cloud... Starting materials: ICCCCCC(C#N)(C1=CC(=C(C=C1)OC)OC)SC1=CC=C(C=C1)C (α-(5-iodopentyl)-3,4-dimethoxy-α-[(4-methylphenyl)thio]benzeneacetonitrile), C1(C=2C(C(N1)=O)=CC=CC2)=O.[K] (potassium phthalimide). Run in CN(C=O)C (N,N-dimethylformamide). The product is COC=1C=C(C=CC1OC)C(C#N)(CCCCCN1C(C2=CC=CC=C2C1=O)=O)SC1=CC=C(C=C1)C (α-(3,4-Dimethoxyphenyl)-1,3-dihydro-α-[(4-methylphenyl)thio]-1,3-dioxo-2H-isoindole-2-heptanenitrile). The yield is 77.8%. Reaction SMILES: I[CH2:2][CH2:3][CH2:4][CH2:5][CH2:6][C:7]([S:20][C:21]1[CH:26]=[CH:25][C:24]([CH3:27])=[CH:23][CH:22]=1)([C:10]1[CH:15]=[CH:14][C:13]([O:16][CH3:17])=[C:12]([O:18][CH3:19])[CH:11]=1)[C:8]#[N:9].[C:28]1(=[O:38])[NH:32][C:31](=[O:33])[C:30]2=[CH:34][CH:35]=[CH:36][CH:37]=[C:29]12.[K]>CN(C)C=O>[CH3:19][O:18][C:12]1[CH:11]=[C:10]([C:7]([S:20][C:21]2[CH:26]=[CH:25][C:24]([CH3:27])=[CH:23][CH:22]=2)([CH2:6][CH2:5][CH2:4][CH2:3][CH2:2][N:32]2[C:28](=[O:38])[C:29]3[C:30](=[CH:34][CH:35]=[CH:36][CH:37]=3)[C:31]2=[O:33])[C:8]#[N:9])[CH:15]=[CH:14][C:13]=1[O:16][CH3:17] |f:1.2,^1:38|. Reported procedure: A mixture of 6.12 g of α-(5-iodopentyl)-3,4-dimethoxy-α-[(4-methylphenyl)thio]benzeneacetonitrile and 2.22 g of potassium phthalimide and 50 mL of N,N-dimethylformamide is heated on a steam bath for 2 hours. The reaction solution is concentrated in vacuo and the residue is distributed between diethyl ether-water, with agitation. The organic layer is washed with 1N sodium hydroxide, followed by aqueous potassium bicarbonate. The solution is dried (sodium sulfate), and the volatiles removed in vac... The reactants are C, CCO, CC(C(=O)O)c1ccc(N)c([N+](=O)[O-])c1, O, [Pd]. The product is CC(C(=O)O)c1ccc(N)c(N)c1. Reaction SMILES: [C:16].[CH3:18][CH2:19][OH:20].[NH2:1][c:2]1[c:3]([N+:13]([O-:14])=[O:15])[cH:4][c:5]([CH:8]([C:9](=[O:10])[OH:11])[CH3:12])[cH:6][cH:7]1.[OH2:21].[Pd:17]>>[NH2:1][c:2]1[c:3]([NH2:13])[cH:4][c:5]([CH:8]([C:9](=[O:10])[OH:11])[CH3:12])[cH:6][cH:7]1. The reactants are C(C)(=S)O (thioacetic acid), OC(C#CC(C)=O)C (5-hydroxyhex-3-yn-2-one), O (H2O). Solvent: C(Cl)Cl (methylene chloride), S(O)(O)(=O)=O (sulphuric acid), C(Cl)Cl (methylene chloride). Conditions: temperature 40 celsius, time 2 hour. Yields the product CC=1OC(=CC1C(C)=S)C (2,5-Dimethyl-3-thioacetylfuran). RXN SMILES: O[CH:2]([CH3:8])[C:3]#[C:4][C:5](=[O:7])[CH3:6].[C:9](O)(=[S:11])[CH3:10].O>C(Cl)Cl.S(=O)(=O)(O)O>[CH3:8][C:2]1[O:7][C:5]([CH3:6])=[CH:4][C:3]=1[C:9](=[S:11])[CH3:10]. Procedure details: 5.61 g of 5-hydroxyhex-3-yn-2-one [prepared according to A. F. Thomas et al., Tet. Let. 27, 505, (1986)] in 50 ml of methylene chloride are added dropwise while stirring within 15 min. to a mixture of 11.42 g of thioacetic acid in 50 ml of methylene chloride and 100 ml of 2N sulphuric acid. After leaving to stand at room temperature for 2 hours the mixture is heated to 40° C. and stirred at 40° C. for a further 4 hrs. The reaction mixture is poured into 100 ml of H2O and extracted 2× with 100 ml... Reactants: C(C)(=O)OC\C=C(/C#CC12C(CC(CC1(C)C)O)(C)O2)\C (Z-4-(5-acetoxy-3-methyl-pent-3-en-1ynyl)-3,4-epoxy-3,5,5-trimethylcyclohexan-1-ol), C(=O)([O-])[O-].[K+].[K+] (K2CO3), CO (methanol). Run in O (H2O). Conditions: time 1 hour. Yields the product OC\C=C(/C#CC12C(CC(CC1(C)C)O)(C)O2)\C (Z-4-(5-hydroxy-3-methyl-pent-3-en-1ynyl) -3,4-epoxy-3,5,5-trimethylcyclohexan-1-ol). Isolated yield 69.9%. As a reaction SMILES: C([O:4][CH2:5]/[CH:6]=[C:7](/[CH3:21])\[C:8]#[C:9][C:10]12[O:20][C:11]1([CH3:19])[CH2:12][CH:13]([OH:18])[CH2:14][C:15]2([CH3:17])[CH3:16])(=O)C.C([O-])([O-])=O.[K+].[K+].CO>O>[OH:4][CH2:5]/[CH:6]=[C:7](/[CH3:21])\[C:8]#[C:9][C:10]12[O:20][C:11]1([CH3:19])[CH2:12][CH:13]([OH:18])[CH2:14][C:15]2([CH3:17])[CH3:16] |f:1.2.3|. Reported procedure: A mixture of Z-4-(5-acetoxy-3-methyl-pent-3-en-1ynyl)-3,4-epoxy-3,5,5-trimethylcyclohexan-1-ol (36 mg, 0.12 mmol), K2CO3 (26 mg, 0.18 mmol), methanol (1 mL) and H2O (1 mL) was stirred at room temperature for 1 h. It was then concentrated by evaporation and the residue was diluted with H2O and extracted with CHCl3. The organic extract was dried over anhydrous Na2SO4. Evaporation of solvent gave compound (5) as a colorless oil (21 mg, 69%), ir: 3620 (sharp, medium, OH) and 3450 (broad, weak, OH) c... Starting materials: NC(C1=CC=C(C=C1)OC(F)(F)F)=NOC(CN(C(=O)C=1N=CN(C1)C)C1CCC1)=O (N-{2-[({amino[4-(trifluoromethoxy)phenyl]methylidene}amino)oxy]-2-oxoethyl}-N-cyclobutyl-1-methyl-1H-imidazole-4-carboxamide), C(C)(=O)O (acetic acid). Run in CN(C=O)C (dimethylformamide). Run at temperature 120 celsius. Yields the product C1(CCC1)N(C(=O)C=1N=CN(C1)C)CC1=NC(=NO1)C1=CC=C(C=C1)OC(F)(F)F (N-Cyclobutyl-1-methyl-N-({3-[4-(trifluoromethoxy)phenyl]-1,2,4-oxadiazol-5-yl}methyl)-1H-imidazole-4-carboxamide). Yield: 9.7%. Reaction SMILES: [NH2:1][C:2](=[N:14][O:15][C:16](=O)[CH2:17][N:18]([CH:27]1[CH2:30][CH2:29][CH2:28]1)[C:19]([C:21]1[N:22]=[CH:23][N:24]([CH3:26])[CH:25]=1)=[O:20])[C:3]1[CH:8]=[CH:7][C:6]([O:9][C:10]([F:13])([F:12])[F:11])=[CH:5][CH:4]=1.C(O)(=O)C>CN(C)C=O>[CH:27]1([N:18]([CH2:17][C:16]2[O:15][N:14]=[C:2]([C:3]3[CH:8]=[CH:7][C:6]([O:9][C:10]([F:13])([F:12])[F:11])=[CH:5][CH:4]=3)[N:1]=2)[C:19]([C:21]2[N:22]=[CH:23][N:24]([CH3:26])[CH:25]=2)=[O:20])[CH2:30][CH2:29][CH2:28]1. Reported procedure: A mixture of N-{2-[({amino[4-(trifluoromethoxy)phenyl]methylidene}amino)oxy]-2-oxoethyl}-N-cyclobutyl-1-methyl-1H-imidazole-4-carboxamide (75 mg), acetic acid (0.5 mL) and dimethylformamide (0.5 mL) was stirred while heating at 120° C. for 2 hr. After the solvent was distilled off under reduced pressure, the resulting residue was purified by HPLC to afford the title compound (7 mg). The reactants are Cc1sc(C=O)cc1Br, C[O-], COC(=O)CN=[N+]=[N-], CO, [Na+]. Product: COC(=O)C(=Cc1cc(Br)c(C)s1)N=[N+]=[N-]. RXN SMILES: [Br:9][c:10]1[cH:11][c:12]([CH:16]=[O:17])[s:13][c:14]1[CH3:15].[CH3:18][O-:19].[CH3:1][O:2][C:3]([CH2:4][N:5]=[N+:6]=[N-:7])=[O:8].[CH3:21][OH:22].[Na+:20]>>[CH3:1][O:2][C:3]([C:4]([N:5]=[N+:6]=[N-:7])=[CH:16][c:12]1[cH:11][c:10]([Br:9])[c:14]([CH3:15])[s:13]1)=[O:8].